Dataset: the Open Reaction Database (ORD), a public repository of structured organic reaction records. Task: describe an organic reaction: reactants, conditions, products, and yield Reactants: COC[C@@H](COCC1=CC=C(C=C1)[C@H]1C[C@@H](N(C[C@@H]1OCC=1C=CC2=C(N(CCO2)CCCOC)C1)S(=O)(=O)C1=CC=C(C=C1)C)CC(=O)O)C ([(2R,4R,5R)-4-[4-((S)-3-methoxy-2-methyl-propoxymethyl)-phenyl]-5-[4-(3-methoxy-propyl)-3,4-dihydro-2H-benzo[1,4]oxazin-6-ylmethoxy]-1-(toluene-4-sulfonyl)-piperidin-2-yl]-acetic acid), O1CCCC1.B (borane tetrahydrofuran). Solvent: C1CCOC1 (THF). Reaction conditions: time 3 hour. The product is COC[C@@H](COCC1=CC=C(C=C1)[C@H]1C[C@@H](N(C[C@@H]1OCC=1C=CC2=C(N(CCO2)CCCOC)C1)S(=O)(=O)C1=CC=C(C=C1)C)CCO)C (2-[(2R,4R,5R)-4-[4-((S)-3-Methoxy-2-methyl-propoxymethyl)-phenyl]-5-[4-(3-methoxy-propyl)-3,4-dihydro-2H-benzo[1,4]oxazin-6-ylmethoxy]-1-(toluene-4-sulfonyl)-piperidin-2-yl]-ethanol). As a reaction SMILES: [CH3:1][O:2][CH2:3][C@H:4]([CH3:51])[CH2:5][O:6][CH2:7][C:8]1[CH:13]=[CH:12][C:11]([C@@H:14]2[C@@H:19]([O:20][CH2:21][C:22]3[CH:23]=[CH:24][C:25]4[O:30][CH2:29][CH2:28][N:27]([CH2:31][CH2:32][CH2:33][O:34][CH3:35])[C:26]=4[CH:36]=3)[CH2:18][N:17]([S:37]([C:40]3[CH:45]=[CH:44][C:43]([CH3:46])=[CH:42][CH:41]=3)(=[O:39])=[O:38])[C@@H:16]([CH2:47][C:48](O)=[O:49])[CH2:15]2)=[CH:10][CH:9]=1.O1CCCC1.B>C1COCC1>[CH3:1][O:2][CH2:3][C@H:4]([CH3:51])[CH2:5][O:6][CH2:7][C:8]1[CH:13]=[CH:12][C:11]([C@@H:14]2[C@@H:19]([O:20][CH2:21][C:22]3[CH:23]=[CH:24][C:25]4[O:30][CH2:29][CH2:28][N:27]([CH2:31][CH2:32][CH2:33][O:34][CH3:35])[C:26]=4[CH:36]=3)[CH2:18][N:17]([S:37]([C:40]3[CH:45]=[CH:44][C:43]([CH3:46])=[CH:42][CH:41]=3)(=[O:38])=[O:39])[C@@H:16]([CH2:47][CH2:48][OH:49])[CH2:15]2)=[CH:10][CH:9]=1 |f:1.2|. Reported procedure: To a stirred solution of 1.0 mmol of [(2R,4R,5R)-4-[4-((S)-3-methoxy-2-methyl-propoxymethyl)-phenyl]-5-[4-(3-methoxy-propyl)-3,4-dihydro-2H-benzo[1,4]oxazin-6-ylmethoxy]-1-(toluene-4-sulfonyl)-piperidin-2-yl]-acetic acid (example 1g) in 4 ml of THF are added 2.2 mmol of borane tetrahydrofuran complex (1M in THF) at RT. The reaction mixture is stirred for 3 h, quenched with 60 ml of MeOH and concentrated under reduced pressure. The residue is purified by flash chromatography (SiO2 60 F) to afford... Starting materials: C(C)C=1C=NC(=NC1)N1CCC(CC1)C=1SC=C(N1)COC1=CC=C(C=C1)SC(F)(F)F (5-Ethyl-2-{4-[4-(4-trifluoromethylsulfanyl-phenoxymethyl)-thiazol-2-yl]-piperidin-1-yl}-pyrimidine), ClC=1C=C(C=CC1)C(=O)OO (3-chloro-benzenecarboperoxoic acid), ClC=1C=C(C=CC1)C(=O)OO (3-chloro-benzenecarboperoxoic acid). Run in C(Cl)Cl (DCM). Reaction conditions: time 1.5 hour. Yields the product C(C)C=1C=NC(=NC1)N1CCC(CC1)C=1SC=C(N1)COC1=CC=C(C=C1)S(=O)C(F)(F)F (5-Ethyl-2-{4-[4-(4-trifluoromethanesulfinyl-phenoxymethyl)-thiazol-2-yl]-piperidin-1-yl}-pyrimidine). As a reaction SMILES: [CH2:1]([C:3]1[CH:4]=[N:5][C:6]([N:9]2[CH2:14][CH2:13][CH:12]([C:15]3[S:16][CH:17]=[C:18]([CH2:20][O:21][C:22]4[CH:27]=[CH:26][C:25]([S:28][C:29]([F:32])([F:31])[F:30])=[CH:24][CH:23]=4)[N:19]=3)[CH2:11][CH2:10]2)=[N:7][CH:8]=1)[CH3:2].ClC1C=C(C(OO)=[O:41])C=CC=1>C(Cl)Cl>[CH2:1]([C:3]1[CH:8]=[N:7][C:6]([N:9]2[CH2:14][CH2:13][CH:12]([C:15]3[S:16][CH:17]=[C:18]([CH2:20][O:21][C:22]4[CH:23]=[CH:24][C:25]([S:28]([C:29]([F:31])([F:32])[F:30])=[O:41])=[CH:26][CH:27]=4)[N:19]=3)[CH2:11][CH2:10]2)=[N:5][CH:4]=1)[CH3:2]. Procedure: To a solution of 5-Ethyl-2-{4-[4-(4-trifluoromethylsulfanyl-phenoxymethyl)-thiazol-2-yl]-piperidin-1-yl}-pyrimidine (Example 16) in DCM at room temperature was added 3-chloro-benzenecarboperoxoic acid (2 eq.). The reaction was allowed to stir for 1.5 hours and an additional portion of 3-chloro-benzenecarboperoxoic acid (1 eq.) was added to the reaction mixture. The reaction was stirred at room temperature for an additional 4 hours. The organic solution was washed with sodium bicarbonate; the org... The product is Nc1nc(Cl)ncc1C(=O)c1cc(F)cc2ccoc12. RXN SMILES: [CH3:22][C:23]#[N:24].[CH3:25][c:26]1[cH:27][cH:28][cH:29][cH:30][cH:31]1.[Cl:1][c:2]1[n:3][cH:4][c:5]([C:9](=[O:10])[c:11]2[cH:12][c:13]([F:20])[cH:14][c:15]3[cH:16][cH:17][o:18][c:19]23)[c:6]([Cl:8])[n:7]1.[NH3:21]>>[Cl:1][c:2]1[n:3][cH:4][c:5]([C:9](=[O:10])[c:11]2[cH:12][c:13]([F:20])[cH:14][c:15]3[cH:16][cH:17][o:18][c:19]23)[c:6]([NH2:24])[n:7]1. The reactants are CC#N, Cc1ccccc1, O=C(c1cnc(Cl)nc1Cl)c1cc(F)cc2ccoc12, N. The product is CC(=O)c1cccc(I)c1O. As a reaction SMILES: [BrH:1].[Cu:25].[I-:23].[K+:22].[N:18]([O-:19])=[O:20].[NH2:2][c:3]1[c:4]([OH:12])[c:5]([C:9]([CH3:10])=[O:11])[cH:6][cH:7][cH:8]1.[Na+:21].[OH2:24].[S:13](=[O:14])(=[O:15])([OH:16])[OH:17]>>[c:3]1([I:23])[c:4]([OH:12])[c:5]([C:9]([CH3:10])=[O:11])[cH:6][cH:7][cH:8]1. Starting materials: Br, [Cu], [I-], [K+], O=N[O-], CC(=O)c1cccc(N)c1O, [Na+], O, O=S(=O)(O)O. Reactants: COC(=O)c1ccc(CO)c(N)c1, ClCCl, O=[Mn]=O. Product: COC(=O)c1ccc(C=O)c(N)c1. RXN SMILES: [CH3:1][O:2][C:3]([c:4]1[cH:5][c:6]([NH2:12])[c:7]([CH2:10][OH:11])[cH:8][cH:9]1)=[O:13].[Cl:14][CH2:15][Cl:16].[O:17]=[Mn:18]=[O:19]>>[CH3:1][O:2][C:3]([c:4]1[cH:5][c:6]([NH2:12])[c:7]([CH:10]=[O:11])[cH:8][cH:9]1)=[O:13]. Reactants: COC=1C=C2CCN(CC2=CC1[N+](=O)[O-])C1CCN(CC1)CCC (6-(methyloxy)-7-nitro-2-(1-propyl-4-piperidinyl)-1,2,3,4-tetrahydroisoquinoline), O.NN (hydrazine hydrate). Reagents/catalysts: [Fe](Cl)(Cl)Cl (iron(III)chloride). The solvent is CO (methanol). Run at temperature 65 celsius. Product: COC=1C=C2CCN(CC2=CC1N)C1CCN(CC1)CCC (6-(methyloxy)-2-(1-propyl-4-piperidinyl)-1,2,3,4-tetrahydro-7-isoquinolinamine). The yield is 41.7%. As a reaction SMILES: [CH3:1][O:2][C:3]1[CH:4]=[C:5]2[C:10](=[CH:11][C:12]=1[N+:13]([O-])=O)[CH2:9][N:8]([CH:16]1[CH2:21][CH2:20][N:19]([CH2:22][CH2:23][CH3:24])[CH2:18][CH2:17]1)[CH2:7][CH2:6]2.O.NN>[Fe](Cl)(Cl)Cl.CO>[CH3:1][O:2][C:3]1[CH:4]=[C:5]2[C:10](=[CH:11][C:12]=1[NH2:13])[CH2:9][N:8]([CH:16]1[CH2:21][CH2:20][N:19]([CH2:22][CH2:23][CH3:24])[CH2:18][CH2:17]1)[CH2:7][CH2:6]2 |f:1.2|. Procedure details: A suspension of 6-(methyloxy)-7-nitro-2-(1-propyl-4-piperidinyl)-1,2,3,4-tetrahydroisoquinoline (1.43 g, 4.35 mmol), hydrazine hydrate (1.0 mL, 30.5 mmol), iron(III)chloride (0.180 g, 1.09 mmol), activated carbon (2 g), and methanol (50 mL) was maintained at 65° C. for 12 hours, cooled, and filtered through celite (rinsed with additional methanol). Filtrates were concentrated, redissolved in ethyl acetate, and washed twice with saturated aqueous sodium chloride and sodium bicarbonate. The organi...